Dataset: the Open Reaction Database (ORD), a public repository of structured organic reaction records. Task: describe an organic reaction: reactants, conditions, products, and yield Reactants: COc1ccc(Cc2nnc(Cl)c3ccccc23)cc1, CCOC(C)=O, [Na+], [Na+], O=C([O-])[O-], C1COCCO1, OB(O)c1ccccc1. Product: COc1ccc(Cc2nnc(-c3ccccc3)c3ccccc23)cc1. Reaction SMILES: [CH3:1][O:2][c:3]1[cH:4][cH:5][c:6]([CH2:7][c:8]2[n:9][n:10][c:11]([Cl:18])[c:12]3[cH:13][cH:14][cH:15][cH:16][c:17]23)[cH:19][cH:20]1.[CH3:42][CH2:43][O:44][C:45]([CH3:46])=[O:47].[Na+:36].[Na+:37].[O-:38][C:39](=[O:40])[O-:41].[O:30]1[CH2:31][CH2:32][O:33][CH2:34][CH2:35]1.[OH:21][B:22]([OH:23])[c:24]1[cH:25][cH:26][cH:27][cH:28][cH:29]1>>[CH3:1][O:2][c:3]1[cH:4][cH:5][c:6]([CH2:7][c:8]2[n:9][n:10][c:11](-[c:24]3[cH:25][cH:26][cH:27][cH:28][cH:29]3)[c:12]3[cH:13][cH:14][cH:15][cH:16][c:17]23)[cH:19][cH:20]1.